Dataset: the Open Reaction Database (ORD), a public repository of structured organic reaction records. Task: describe an organic reaction: reactants, conditions, products, and yield The reagents and catalysts are [Cu]I (CuI). Run in C1CCOC1 (THF). The yield is 56.0%. Conditions: temperature 55 celsius. As a reaction SMILES: Br[C:2]1[C:6]2[CH:7]=[C:8]([CH:11]=[O:12])[CH:9]=[CH:10][C:5]=2[O:4][CH:3]=1.[C:13]1([C:19]#[CH:20])[CH:18]=[CH:17][CH:16]=[CH:15][CH:14]=1>C1COCC1.[Cu]I>[C:13]1([C:19]#[C:20][C:2]2[C:6]3[CH:7]=[C:8]([CH:11]=[O:12])[CH:9]=[CH:10][C:5]=3[O:4][CH:3]=2)[CH:18]=[CH:17][CH:16]=[CH:15][CH:14]=1. Procedure: In a dry flask 3-Bromo-1-benzofuran-5-carbaldehyde (1 g, 4.4 mmol) were dissolved in anhydrous THF (50 ml). To this was added under Argon Bis (triphenylphosphine) palladium(II) chloride (160 mg, 0.2 mmol), TEA (2.81 mL, 5 eq.), CuI (40 mg, 0.2 mmol) and Phenylacetylene (897 mg, 8.8 mmol). The reaction was heated at 55° C. for 2 days. The crude was filtered through celite and purified on silicagel using as eluent cyclohexan-ethyl acetate (7-3) affording 680 mg (yield: 56%) Reactants: TEA, BrC1=COC2=C1C=C(C=C2)C=O (3-Bromo-1-benzofuran-5-carbaldehyde), C1(=CC=CC=C1)C#C (Phenylacetylene). Yields the product C1(=CC=CC=C1)C#CC1=COC2=C1C=C(C=C2)C=O (3-Phenylethynyl-benzofuran-5-carbaldehyde).